This data is from the Open Reaction Database (ORD), a public repository of structured organic reaction records. The task is: describe an organic reaction: reactants, conditions, products, and yield Starting materials: C1(=CC=CC=C1)[Li] (phenyllithium), [I-].C[P+](C1=CC=CC=C1)(C1=CC=CC=C1)C1=CC=CC=C1 (methyltriphenylphosphonium iodide), C(C)OC(C(CCCCC(CCCCC(C(=O)OCC)(C)C)=O)(C)C)=O (2,2,12,12-tetramethyl-7-oxo-tridecanedioic acid diethyl ester). Run in C1CCOC1 (THF). Reaction conditions: temperature 50 celsius, time 5 hour. Yields the product C(C)OC(C(CCCCC(CCCCC(C(=O)OCC)(C)C)=C)(C)C)=O (2,2,12,12-Tetramethyl-7-methylene-tridecanedioic acid diethyl ester). Isolated yield 46.7%. Reaction SMILES: [C:1]1([Li])C=CC=CC=1.[I-].C[P+](C1C=CC=CC=1)(C1C=CC=CC=1)C1C=CC=CC=1.[CH2:29]([O:31][C:32](=[O:54])[C:33]([CH3:53])([CH3:52])[CH2:34][CH2:35][CH2:36][CH2:37][C:38](=O)[CH2:39][CH2:40][CH2:41][CH2:42][C:43]([CH3:50])([CH3:49])[C:44]([O:46][CH2:47][CH3:48])=[O:45])[CH3:30]>C1COCC1>[CH2:29]([O:31][C:32](=[O:54])[C:33]([CH3:53])([CH3:52])[CH2:34][CH2:35][CH2:36][CH2:37][C:38](=[CH2:1])[CH2:39][CH2:40][CH2:41][CH2:42][C:43]([CH3:50])([CH3:49])[C:44]([O:46][CH2:47][CH3:48])=[O:45])[CH3:30] |f:1.2|. Procedure details: Under nitrogen atmosphere, a solution of phenyllithium (in diethyl ether:cyclohexane=30:70, 7.06 mL, 1.8 M, 12.7 mmol) was added dropwise over 10 min to a solution of methyltriphenylphosphonium iodide (5.52 g, 13.3 mmol) in anhydrous THF (40 mL) at room temperature. The reaction mixture was stirred at room temperature for 30 min, before 2,2,12,12-tetramethyl-7-oxo-tridecanedioic acid diethyl ester (4.5 g, 12.2 mmol) was added and the reaction mixture was stirred for 5 h at 50° C. The resulting l... Starting materials: CCO, [H][H], O=C(OCc1ccccc1)C1CCc2ccnn21. The product is O=C(O)C1CCc2ccnn21. As a reaction SMILES: [CH3:21][CH2:22][OH:23].[H:19][H:20].[n:1]1[n:2]2[c:3]([cH:4][cH:5]1)[CH2:6][CH2:7][CH:8]2[C:9](=[O:10])[O:11][CH2:12][c:13]1[cH:14][cH:15][cH:16][cH:17][cH:18]1>>[n:1]1[n:2]2[c:3]([cH:4][cH:5]1)[CH2:6][CH2:7][CH:8]2[C:9](=[O:10])[OH:11]. Starting materials: C(C)(=O)NC(C(=O)NCC1=CC=CC=C1)OCC (2-acetamido-N-benzyl-2-ethoxyacetamide), B(Br)(Br)Br (BBr3), NO (NH2OH). Product: C(C)(=O)NC(C(=O)NCC1=CC=CC=C1)NO (2-Acetamido-N-benzyl-2-(N-hydroxyamino)acetamide). Reaction SMILES: [C:1]([NH:4][CH:5](OCC)[C:6]([NH:8][CH2:9][C:10]1[CH:15]=[CH:14][CH:13]=[CH:12][CH:11]=1)=[O:7])(=[O:3])[CH3:2].B(Br)(Br)Br.[NH2:23][OH:24]>>[C:1]([NH:4][CH:5]([NH:23][OH:24])[C:6]([NH:8][CH2:9][C:10]1[CH:15]=[CH:14][CH:13]=[CH:12][CH:11]=1)=[O:7])(=[O:3])[CH3:2]. Procedure: Using 2-acetamido-N-benzyl-2-ethoxyacetamide (2.00 g, 8.0 mmol), BBr3 (1M in CH2Cl2, 8.8 mL, 8.8 mmol), and anhydrous NH2OH (5-6 equiv) gave an oily residue. The residue was separated in three components by flash chromatography on SiO2 gel (7.5% MeOH/CHCl3). Starting materials: FC1=CC=C(CC2=CC(=NN2CC(=O)N2CCC(CC2)N)C2=CC=NC=C2)C=C1 (1-{[5-(4-fluorobenzyl)-3-pyridin-4-yl-1H-pyrazol-1-yl]acetyl}piperidin-4-amine), C(C)(C)N=C=O (isopropyl isocyanate), C26H31FN6O2. The solvent is C1CCOC1 (THF). Run at temperature 50 celsius, time 16 hour. Product: FC1=CC=C(CC2=CC(=NN2CC(=O)N2CCC(CC2)NC(=O)NC(C)C)C2=CC=NC=C2)C=C1 (N-(1-{[5-(4-fluorobenzyl)-3-pyridin-4-yl-1H-pyrazol-1-yl]acetyl}piperidin-4-yl)-N′-isopropylurea). Reaction SMILES: [F:1][C:2]1[CH:29]=[CH:28][C:5]([CH2:6][C:7]2[N:11]([CH2:12][C:13]([N:15]3[CH2:20][CH2:19][CH:18]([NH2:21])[CH2:17][CH2:16]3)=[O:14])[N:10]=[C:9]([C:22]3[CH:27]=[CH:26][N:25]=[CH:24][CH:23]=3)[CH:8]=2)=[CH:4][CH:3]=1.[CH:30]([N:33]=[C:34]=[O:35])([CH3:32])[CH3:31]>C1COCC1>[F:1][C:2]1[CH:3]=[CH:4][C:5]([CH2:6][C:7]2[N:11]([CH2:12][C:13]([N:15]3[CH2:16][CH2:17][CH:18]([NH:21][C:34]([NH:33][CH:30]([CH3:32])[CH3:31])=[O:35])[CH2:19][CH2:20]3)=[O:14])[N:10]=[C:9]([C:22]3[CH:23]=[CH:24][N:25]=[CH:26][CH:27]=3)[CH:8]=2)=[CH:28][CH:29]=1. Reported procedure: To a solution of 1-{[5-(4-fluorobenzyl)-3-pyridin-4-yl-1H-pyrazol-1-yl]acetyl}piperidin-4-amine (635 mg, 1.61 mmol) in THF (10 mL) at room temperature was added isopropyl isocyanate (164 mg, 1.93 mmol) and the solution stirred 50° C. for 16 h. The volatiles were removed under vacuum and the residue was triturated with water to afford a white solid, 627 mg, 82%.1H NMR (400 MHz, DMSO-d6) δ ppm 1.02 (d, J=6.55 Hz, 6 H), 1.08-1.21 (m, J=7.18, 7.18 Hz, 1 H), 1.23-1.39 (m, 1 H), 1.65-1.90 (m, 2 H), 2.... The reactants are Cl.NCC1=C(C(=CC(=C1)C(CC)C)S(=O)(=O)C)O (2-aminomethyl-4-(1-methylpropyl)-6-methylsulfonylphenol hydrochloride), C1N2CN3CN1CN(C2)C3 (hexamethylenetetramine), FC(C(=O)O)(F)F (trifluoroacetic acid). Procedure details: 0.48 g (0.0016 mol) of 2-aminomethyl-4-(1-methylpropyl)-6-methylsulfonylphenol hydrochloride is reacted with 0.22 g of hexamethylenetetramine in 3 ml of trifluoroacetic acid in analogy to Example 1. Melting point: 68°-70° C. RXN SMILES: Cl.N[CH2:3][C:4]1[CH:9]=[C:8]([CH:10]([CH3:13])[CH2:11][CH3:12])[CH:7]=[C:6]([S:14]([CH3:17])(=[O:16])=[O:15])[C:5]=1[OH:18].C1N2CN3CN(C2)CN1C3.FC(F)(F)C(O)=[O:32]>>[CH:3]([C:4]1[CH:9]=[C:8]([CH:10]([CH3:13])[CH2:11][CH3:12])[CH:7]=[C:6]([S:14]([CH3:17])(=[O:16])=[O:15])[C:5]=1[OH:18])=[O:32] |f:0.1|. Yields the product C(=O)C1=C(C(=CC(=C1)C(CC)C)S(=O)(=O)C)O (2-Formyl-4-(1-methylpropyl)-6-methylsulfonylphenol). The reactants are CC(C)[Si](Cl)(C(C)C)C(C)C, CCCOc1ccc(CO)nc1Cl, ClCCl, c1c[nH]cn1. The product is CCCOc1ccc(CO[Si](C(C)C)(C(C)C)C(C)C)nc1Cl. As a reaction SMILES: [CH:14]([CH3:15])([CH3:16])[Si:17]([CH:18]([CH3:19])[CH3:20])([CH:21]([CH3:22])[CH3:23])[Cl:24].[Cl:1][c:2]1[c:3]([O:10][CH2:11][CH2:12][CH3:13])[cH:4][cH:5][c:6]([CH2:8][OH:9])[n:7]1.[Cl:30][CH2:31][Cl:32].[nH:25]1[cH:26][cH:27][n:28][cH:29]1>>[Cl:1][c:2]1[c:3]([O:10][CH2:11][CH2:12][CH3:13])[cH:4][cH:5][c:6]([CH2:8][O:9][Si:17]([CH:14]([CH3:15])[CH3:16])([CH:18]([CH3:19])[CH3:20])[CH:21]([CH3:22])[CH3:23])[n:7]1. The solvent is O (water), CC(=O)C (acetone). Product: C(C)N(C(=O)NCCCCCCCCCCC)CC (N,N-diethyl-N'-n- undecyl urea). Reaction conditions: temperature 40 celsius. RXN SMILES: [OH-].[Na+].[CH2:3]([NH:5][CH2:6][CH3:7])[CH3:4].Cl[NH:9][C:10](=O)[CH2:11][CH2:12][CH2:13][CH2:14][CH2:15][CH2:16][CH2:17][CH2:18][CH2:19][CH2:20]C.[C:23]([OH:27])(C)(C)C>O.CC(C)=O>[CH2:3]([N:5]([CH2:6][CH3:7])[C:23]([NH:9][CH2:10][CH2:11][CH2:12][CH2:13][CH2:14][CH2:15][CH2:16][CH2:17][CH2:18][CH2:19][CH3:20])=[O:27])[CH3:4] |f:0.1|. Procedure: 4 g. (0.1 mol) of sodium hydroxide, dissolved in 10 ml of water, and 7.3 g. (0.1 mol) of diethylamine were simultaneously added to a solution containing 23.35 g. (0.1 mol) of lauric N-chloramide in 200 ml of tertiary butanol. The resulting mixture was heated to 40° C., and then allowed to react for 30 minutes at this temperature. Any precipitated sodium chloride was removed by filteration and the filtrate was concentrated producing a residue. The residue was taken up in 100 ml of acetone and fil... The yield is 90.0%. The reactants are C(C)NCC (diethylamine), C(C)(C)(C)O (tertiary butanol), [OH-].[Na+] (sodium hydroxide), ClNC(CCCCCCCCCCC)=O (lauric N-chloramide). The reactants are [OH-].[Na+] (caustic soda), S(=O)=O (sulphur dioxide). Product: S(=O)([O-])[O-].[Na+].[Na+] (sodium sulphite), S([O-])(O)=O.[Na+] (sodium bi-sulphite). Reaction SMILES: [OH-:1].[Na+:2].[S:3](=[O:5])=[O:4]>>[S:3]([O-:1])([O-:5])=[O:4].[Na+:2].[Na+:2].[S:3](=[O:1])([OH:5])[O-:4].[Na+:2] |f:0.1,3.4.5,6.7|. Reported procedure: In the upper section 3, caustic soda in solution will react with sulphur dioxide to form sodium sulphite and sodium bi-sulphite, whilst in the bottom section 5 a new balance will be favoured to produce sodium sulphate by reaction with sulphuric acid. Sufficient alkali will consequently be injected through stream 16 essentially to neutralise the sulphuric acid present in the bottom section 5. Also, sufficient water is introduced into the upper section 3 via the stream 16, or via some other source...